This data is from the Open Reaction Database (ORD), a public repository of structured organic reaction records. The task is: describe an organic reaction: reactants, conditions, products, and yield Starting materials: N#CCC(N)=O, C1CCNCC1, COc1cc(C=O)cc(OC)c1OC, c1ccncc1. The product is COc1cc(C=C(C#N)C(N)=O)cc(OC)c1OC. As a reaction SMILES: [C:15](#[N:16])[CH2:17][C:18](=[O:19])[NH2:20].[CH2:21]1[CH2:22][CH2:23][NH:24][CH2:25][CH2:26]1.[CH3:1][O:2][c:3]1[cH:4][c:5]([CH:6]=[O:7])[cH:8][c:9]([O:13][CH3:14])[c:10]1[O:11][CH3:12].[cH:27]1[cH:28][cH:29][n:30][cH:31][cH:32]1>>[CH3:1][O:2][c:3]1[cH:4][c:5]([CH:6]=[C:17]([C:15]#[N:16])[C:18](=[O:19])[NH2:20])[cH:8][c:9]([O:13][CH3:14])[c:10]1[O:11][CH3:12]. Reactants: CCN=C=NCCCN(C)C, NC1CCCC1, ClCCl, Cl, On1nnc2ccccc21, O=C(O)c1ccc2c(-c3c(-c4ccccn4)nn4c3CCC4)ccnc2c1. Yields the product O=C(NC1CCCC1)c1ccc2c(-c3c(-c4ccccn4)nn4c3CCC4)ccnc2c1. Reaction SMILES: [CH3:2][N:3]([CH3:4])[CH2:5][CH2:6][CH2:7][N:8]=[C:9]=[N:10][CH2:11][CH3:12].[CH:23]1([NH2:28])[CH2:24][CH2:25][CH2:26][CH2:27]1.[Cl:56][CH2:57][Cl:58].[ClH:1].[OH:13][n:14]1[c:15]2[c:16]([cH:17][cH:18][cH:19][cH:20]2)[n:21][n:22]1.[n:29]1[c:30](-[c:35]2[c:36](-[c:43]3[cH:44][cH:45][n:46][c:47]4[cH:48][c:49]([C:53](=[O:54])[OH:55])[cH:50][cH:51][c:52]34)[c:37]3[n:38]([n:39]2)[CH2:40][CH2:41][CH2:42]3)[cH:31][cH:32][cH:33][cH:34]1>>[CH:23]1([NH:28][C:53]([c:49]2[cH:48][c:47]3[n:46][cH:45][cH:44][c:43](-[c:36]4[c:35](-[c:30]5[n:29][cH:34][cH:33][cH:32][cH:31]5)[n:39][n:38]5[c:37]4[CH2:42][CH2:41][CH2:40]5)[c:52]3[cH:51][cH:50]2)=[O:54])[CH2:24][CH2:25][CH2:26][CH2:27]1. As a reaction SMILES: C([O:3][C:4](=[O:29])[CH2:5][O:6][C:7]1[CH:12]=[CH:11][C:10]([S:13][CH2:14][C:15]2[S:19][C:18]([C:20]3[CH:25]=[CH:24][C:23](Br)=[CH:22][CH:21]=3)=[N:17][C:16]=2[CH3:27])=[CH:9][C:8]=1[CH3:28])C.[F:30][C:31]([F:42])([F:41])[C:32]1[CH:37]=[CH:36][C:35](B(O)O)=[CH:34][CH:33]=1.C(=O)([O-])[O-].[Na+].[Na+]>C1(C)C=CC=CC=1.C(O)C>[CH3:28][C:8]1[CH:9]=[C:10]([S:13][CH2:14][C:15]2[S:19][C:18]([C:20]3[CH:21]=[CH:22][C:23]([C:35]4[CH:36]=[CH:37][C:32]([C:31]([F:42])([F:41])[F:30])=[CH:33][CH:34]=4)=[CH:24][CH:25]=3)=[N:17][C:16]=2[CH3:27])[CH:11]=[CH:12][C:7]=1[O:6][CH2:5][C:4]([OH:3])=[O:29] |f:2.3.4,5.6|. Procedure: To a solution of {4-[2-(4-Bromo-phenyl)-4-methyl-thiazol-5-ylmethylsulfanyl]-2-methyl-phenoxy}-acetic acid ethyl ester (53 mg, 0.1076 mmol) in toluene:ethanol (1:1, 2.0 mL) is added palladium tetrakis triphenylphosphine (5.0 mg, 0.0053 mmol), 4-(trifluoromethyl)-phenyl boronic acid (22.5 mg, 0.1184 mmol), and a solution of sodium carbonate (0.216 mL, 1.0M in water, 0.216 mmol). The reaction is purged with nitrogen and heated to reflux. The reaction is monitored by HPLC, and upon completion is al... The reactants are C(C)OC(COC1=C(C=C(C=C1)SCC1=C(N=C(S1)C1=CC=C(C=C1)Br)C)C)=O ({4-[2-(4-Bromo-phenyl)-4-methyl-thiazol-5-ylmethylsulfanyl]-2-methyl-phenoxy}-acetic acid ethyl ester), palladium tetrakis triphenylphosphine, FC(C1=CC=C(C=C1)B(O)O)(F)F (4-(trifluoromethyl)-phenyl boronic acid), C([O-])([O-])=O.[Na+].[Na+] (sodium carbonate). The yield is 94.0%. Solvent: C1(=CC=CC=C1)C.C(C)O (toluene ethanol). Product: CC1=C(OCC(=O)O)C=CC(=C1)SCC1=C(N=C(S1)C1=CC=C(C=C1)C1=CC=C(C=C1)C(F)(F)F)C ({2-Methyl-4-[4-methyl-2-(4′-trifluoromethyl-biphenyl-4-yl)-thiazol-5-ylmethylsulfanyl]-phenoxy}-acetic acid).